describe an organic reaction: reactants, conditions, products, and yield From a dataset of the Open Reaction Database (ORD), a public repository of structured organic reaction records. Starting materials: FC(C(=O)O)(F)F (Trifluoroacetic acid), COC=1C=CC2=C(N(C(C=3CCCNC23)=O)CC2=CC=C(C=C2)OC)C1 (8-Methoxy-6-(4-methoxybenzyl)-1,2,3,4-tetrahydrobenzo[h][1,6]naphthyridine-5(6H)-one). Run at temperature 100 celsius, time 20 hour. Product: COC=1C=CC2=C(NC(C=3CCCNC23)=O)C1 (8-Methoxy-1,2,3,4-tetrahydrobenzo[h][1,6]naphthyridine-5(6H)-one). The yield is 85.4%. As a reaction SMILES: FC(F)(F)C(O)=O.[CH3:8][O:9][C:10]1[CH:11]=[CH:12][C:13]2[C:22]3[NH:21][CH2:20][CH2:19][CH2:18][C:17]=3[C:16](=[O:23])[N:15](CC3C=CC(OC)=CC=3)[C:14]=2[CH:33]=1>>[CH3:8][O:9][C:10]1[CH:11]=[CH:12][C:13]2[C:22]3[NH:21][CH2:20][CH2:19][CH2:18][C:17]=3[C:16](=[O:23])[NH:15][C:14]=2[CH:33]=1. Reported procedure: Trifluoroacetic acid (2 ml) was added to the compound (102.9 mg, 0.294 mmol) prepared in step 4 and the mixture was stirred in sealed-tube for 20 hours at 100° C. Once the reaction was completed, the reaction mixture was cooled to a room temperature and extracted with dichloromethane. The organic layer was washed with sodium bicarbonate aqueous solution, dried over anhydrous magnesium sulfate, and concentrated under reduced pressure. The residue was stirred in ethylacetate/hexane/diethylether an... Starting materials: BrC1=CN=CC2=CC(=CC=C12)Br (4,7-dibromoisoquinoline), CCN(C(C)C)C(C)C (DIEA), CC1(C2=C(C(=CC=C2)P(C3=CC=CC=C3)C4=CC=CC=C4)OC5=C(C=CC=C51)P(C6=CC=CC=C6)C7=CC=CC=C7)C (Xantphos), C(C1=CC=CC=C1)S (benzyl mercaptan). Reagents/catalysts: C=1C=CC(=CC1)/C=C/C(=O)/C=C/C2=CC=CC=C2.C=1C=CC(=CC1)/C=C/C(=O)/C=C/C2=CC=CC=C2.C=1C=CC(=CC1)/C=C/C(=O)/C=C/C2=CC=CC=C2.[Pd].[Pd] (Pd2(dba)3). The solvent is O1CCOCC1 (dioxane). Run at temperature 60 celsius. The product is C(C1=CC=CC=C1)SC1=CC=C2C(=CN=CC2=C1)Br (7-(BENZYLTHIO)-4-BROMOISOQUINOLINE). RXN SMILES: [Br:1][C:2]1[C:11]2[C:6](=[CH:7][C:8](Br)=[CH:9][CH:10]=2)[CH:5]=[N:4][CH:3]=1.CCN(C(C)C)C(C)C.CC1(C)C2C(=C(P(C3C=CC=CC=3)C3C=CC=CC=3)C=CC=2)OC2C(P(C3C=CC=CC=3)C3C=CC=CC=3)=CC=CC1=2.[CH2:64]([SH:71])[C:65]1[CH:70]=[CH:69][CH:68]=[CH:67][CH:66]=1>C1C=CC(/C=C/C(/C=C/C2C=CC=CC=2)=O)=CC=1.C1C=CC(/C=C/C(/C=C/C2C=CC=CC=2)=O)=CC=1.C1C=CC(/C=C/C(/C=C/C2C=CC=CC=2)=O)=CC=1.[Pd].[Pd].O1CCOCC1>[CH2:64]([S:71][C:8]1[CH:7]=[C:6]2[C:11]([C:2]([Br:1])=[CH:3][N:4]=[CH:5]2)=[CH:10][CH:9]=1)[C:65]1[CH:70]=[CH:69][CH:68]=[CH:67][CH:66]=1 |f:4.5.6.7.8|. Procedure details: To a vial charged with 4,7-dibromoisoquinoline (Pharmabridge, Inc., Doylestown, Pa.) (0.783 g, 2.73 mmol) was added dioxane (10.91 ml), DIEA (0.953 ml, 5.46 mmol), Xantphos (0.316 g, 0.546 mmol), Pd2(dba)3 (0.250 g, 0.273 mmol) and benzyl mercaptan (0.323 ml, 2.73 mmol). The vessel was sealed and heated to 60° C. for 4 hrs affording conversion to desired product as the primary species. The mixture was dried under reduced pressure and the crude material purified with a 40 HP silicycle column (Sil... Conditions: temperature 55 celsius, time 2.5 hour. The reactants are ClC1=C(C=C(CC=2NC(=C(N2)C=2C=C3C=CC=NC3=CC2)C2=NC(=CC=C2)C)C=C1)[N+](=O)[O-] (6-(2-(4-chloro-3-nitrobenzyl)-5-(6-methylpyridin-2-yl)-1H-imidazol-4-yl)quinoline), 2008/0319012 A1, Cl[Sn]Cl (SnCl2). Yields the product ClC1=C(N)C=C(C=C1)CC=1NC(=C(N1)C=1C=C2C=CC=NC2=CC1)C1=NC(=CC=C1)C (2-chloro-5-((5-(6-methylpyridin-2-yl)-4-(quinolin-6-yl)-1H-imidazol-2-yl)methyl)aniline). Isolated yield 71.0%. Reported procedure: To a suspension of 6-(2-(4-chloro-3-nitrobenzyl)-5-(6-methylpyridin-2-yl)-1H-imidazol-4-yl)quinoline (Example 74, prepared according to the method described in US 2008/0319012 A1) (50 mg, 0.110 mmol) in MeOH (2 mL) was added SnCl2 (104 mg, 0.548 mmol) and the mixture was stirred at 55° C. After 2.5 hours, the reaction mixture was cooled to room temperature, concentrated under reduced pressure. The residue was diluted with H2O (5 mL), filtered, and the filtrate was washed with 2N HCl (5 mL) and n... As a reaction SMILES: [Cl:1][C:2]1[CH:30]=[CH:29][C:5]([CH2:6][C:7]2[NH:8][C:9]([C:22]3[CH:27]=[CH:26][CH:25]=[C:24]([CH3:28])[N:23]=3)=[C:10]([C:12]3[CH:13]=[C:14]4[C:19](=[CH:20][CH:21]=3)[N:18]=[CH:17][CH:16]=[CH:15]4)[N:11]=2)=[CH:4][C:3]=1[N+:31]([O-])=O.Cl[Sn]Cl>CO>[Cl:1][C:2]1[CH:30]=[CH:29][C:5]([CH2:6][C:7]2[NH:8][C:9]([C:22]3[CH:27]=[CH:26][CH:25]=[C:24]([CH3:28])[N:23]=3)=[C:10]([C:12]3[CH:13]=[C:14]4[C:19](=[CH:20][CH:21]=3)[N:18]=[CH:17][CH:16]=[CH:15]4)[N:11]=2)=[CH:4][C:3]=1[NH2:31]. Solvent: CO (MeOH). Starting materials: CC(C(C)=O)(C(=C)C)C (3,3,4-trimethylpent-4-en-2-one), Cl[Sn](Cl)(Cl)Cl (SnCl4), ClCCCl (1,2-dichloroethane), N1C=CC2=CC=CC=C12 (1H-indole), N1=CCC2=CC=CC=C12 (3H-indole). The product is CC(CC1N(C2=CC=CC=C2C1)C(C)=O)=C(C)C (1-(2-(2,3-dimethylbut-2-en-1-yl)indolin-1-yl)ethanone). Yield: 58.0%. RXN SMILES: C[C:2](C)(C(C)=C)[C:3](=[O:5])C.[NH:10]1[C:18]2[C:13](=[CH:14][CH:15]=[CH:16][CH:17]=2)[CH:12]=[CH:11]1.N1[C:27]2[C:22](=[CH:23]C=C[CH:26]=2)[CH2:21]C=1.Cl[Sn](Cl)(Cl)Cl.Cl[CH2:34]CCl>>[CH3:34][C:27](=[C:22]([CH3:21])[CH3:23])[CH2:26][CH:11]1[CH2:12][C:13]2[C:18](=[CH:17][CH:16]=[CH:15][CH:14]=2)[N:10]1[C:3](=[O:5])[CH3:2]. Procedure: Following the general procedure as described in Example 11, 3,3,4-trimethylpent-4-en-2-one (0.50 g, 3.96 mmol), 1H-indole (0.56 g, 4.75 mmol) which was in situ isomerized to 3H-indole, and SnCl4 (1.24 g, 4.75 mmol) in 1,2-dichloroethane (40 ml) were reacted to give the title product as a white solid (0.56 g, 58%). Reported procedure: Compound 119 was prepared according to General Method 6 (EXAMPLE 3) from (±)-3,4-dihydro-8-isopropoxy-3-propyl-10-(trifluoromethyl)-2H-[1,4]oxazino[2,3-f]quinoline (16 mg, 0.05 mmol) and NaBH4 pellets (>10 equiv) in 11 mL trifluoroacetic acid (0.04 M) stirred at rt for 12 h to afford 27 mg of (+)-3,4-dihydro-3-propyl-4-(2,2,2-trifluoroethyl)-10-(trifluoromethyl)-8H-[1,4]oxazino[2,3-f]quinoline. This material (27 mg, 0.06 mmol) was carried on according to General Method 4 (EXAMPLE 1) by treatment... The yield is 284.0%. RXN SMILES: C(O[C:5]1[CH:14]=[C:13]([C:15]([F:18])([F:17])[F:16])[C:12]2[C:7](=[CH:8][CH:9]=[C:10]3[NH:22][CH:21]([CH2:23][CH2:24][CH3:25])[CH2:20][O:19][C:11]3=2)[N:6]=1)(C)C.[BH4-].[Na+]>FC(F)(F)C(O)=O>[CH2:23]([CH:21]1[CH2:20][O:19][C:11]2=[C:12]3[C:7](=[CH:8][CH:9]=[C:10]2[N:22]1[CH2:13][C:15]([F:18])([F:17])[F:16])[NH:6][CH2:5][CH:14]=[C:13]3[C:15]([F:18])([F:17])[F:16])[CH2:24][CH3:25] |f:1.2|. The solvent is FC(C(=O)O)(F)F (trifluoroacetic acid). Product: Compound 119, C(CC)C1N(C=2C(=C3C(=CCNC3=CC2)C(F)(F)F)OC1)CC(F)(F)F ((+)-3,4-dihydro-3-propyl-4-(2,2,2-trifluoroethyl)-10-(trifluoromethyl)-8H-[1,4]oxazino[2,3-f]quinoline). Starting materials: C(C)(C)OC1=NC2=CC=C3C(=C2C(=C1)C(F)(F)F)OCC(N3)CCC ((±)-3,4-dihydro-8-isopropoxy-3-propyl-10-(trifluoromethyl)-2H-[1,4]oxazino[2,3-f]quinoline), [BH4-].[Na+] (NaBH4). Reaction conditions: time 12 hour. The reactants are C(C)(=O)OC1=C(C(=O)O)C=CC=C1OC(C)=O (2,3-bis(acetyloxy)benzoic acid), P(Cl)(Cl)(Cl)(Cl)Cl (phosphorous pentachloride). Run in ClCCl (dichloromethane). Yields the product C(C)(=O)OC1=C(C(=O)Cl)C=CC=C1OC(C)=O (2,3-bis(Acetyloxy)benzoyl chloride). RXN SMILES: [C:1]([O:4][C:5]1[C:13]([O:14][C:15](=[O:17])[CH3:16])=[CH:12][CH:11]=[CH:10][C:6]=1[C:7](O)=[O:8])(=[O:3])[CH3:2].P(Cl)(Cl)(Cl)(Cl)[Cl:19]>ClCCl>[C:1]([O:4][C:5]1[C:13]([O:14][C:15](=[O:17])[CH3:16])=[CH:12][CH:11]=[CH:10][C:6]=1[C:7]([Cl:19])=[O:8])(=[O:3])[CH3:2]. Procedure details: 24 g of 2,3-bis(acetyloxy)benzoic acid was suspended in 100 ml of dichloromethane and, at -10° C., 23 g of phosphorous pentachloride was added. The hydrogen chloride gas that formed was removed The resulting clear solution was then evaporated in an oil-pump vacuum yielding a brown honey. This was dissolved in 300 ml of petroleum ether and filtered over active carbon. After distilling off the solvent, the title compound was obtained in the form of white crystals (25.1 g); melting point 97°-99° C....